The task is: describe an organic reaction: reactants, conditions, products, and yield. This data is from the Open Reaction Database (ORD), a public repository of structured organic reaction records. Reactants: BrCCCCOC1=CC=C(C(=O)OC)C=C1 (methyl 4-(4-bromobutoxy)benzoate), CC(CN1N=NC2=C1C=CC(=C2CCC)OCCCCOC2=CC=C(C=C2)C2=NN=NN2)(C)C (1-(2,2-dimethylpropyl)-4-propyl-5-{4-[4-(1H-tetrazol-5-yl)phenoxy]butoxy}-1H-1,2,3-benzotriazole). Product: CC(CN1NNC2=C1C=CC(=C2CCC)OCCCCOC2=CC=C(C(=O)O)C=C2)(C)C (4-{4-[1-(2,2-Dimethyl-propyl)-4-propyl-2H-benzotriazol-5-yloxy]-butoxy}-benzoic acid). Reaction SMILES: Br[CH2:2][CH2:3][CH2:4][CH2:5][O:6][C:7]1[CH:16]=[CH:15][C:10]([C:11]([O:13]C)=[O:12])=[CH:9][CH:8]=1.[CH3:17][C:18]([CH3:50])([CH3:49])[CH2:19][N:20]1[C:24]2[CH:25]=[CH:26][C:27]([O:32]CCCCOC3C=CC(C4NN=NN=4)=CC=3)=[C:28]([CH2:29][CH2:30][CH3:31])[C:23]=2[N:22]=[N:21]1>>[CH3:49][C:18]([CH3:17])([CH3:50])[CH2:19][N:20]1[C:24]2[CH:25]=[CH:26][C:27]([O:32][CH2:2][CH2:3][CH2:4][CH2:5][O:6][C:7]3[CH:16]=[CH:15][C:10]([C:11]([OH:13])=[O:12])=[CH:9][CH:8]=3)=[C:28]([CH2:29][CH2:30][CH3:31])[C:23]=2[NH:22][NH:21]1. Procedure: Similar procedures as outlined in examples 1 & 26 were followed using methyl 4-(4-bromobutoxy)benzoate and the mixture of N-alkylated benzotriazoles from example 6. 1H NMR (500 MHz, DMSO) δ 12.58 (bs, 1H), 7.89 (d, 2H), 7.66 (d, 1H), 7.37 (d, 1H), 7.25 (d, 1H), 7.01 (d, 2H), 4.44 (s, 2H), 4.14 (m, 4H), 3.01 (t, 2H), 1.93 (m, 4H), 1.71 (m, 2H), 0.96 (s, 9H), 0.91 (t, 3H). MS (ESI): 440 (M+H).